This data is from the Open Reaction Database (ORD), a public repository of structured organic reaction records. The task is: describe an organic reaction: reactants, conditions, products, and yield The reactants are C(C=1C(O)=CC=CC1)(=O)OC (methyl salicylate), BrCC1=NC(=CC(=N1)OC)OC (2-bromomethyl-4,6-dimethoxypyrimidine), C([O-])([O-])=O.[K+].[K+] (potassium carbonate). The solvent is CN(C=O)C (dimethylformamide), ice water. Product: COC1=NC(=NC(=C1)OC)COC1=C(C(=O)OC)C=CC=C1 (methyl 2-(4,6-dimethoxy-2-pyrimidyl)methyloxybenzoate). Yield: 82.2%. RXN SMILES: [C:1]([O:10][CH3:11])(=[O:9])[C:2]1[C:3](=[CH:5][CH:6]=[CH:7][CH:8]=1)[OH:4].Br[CH2:13][C:14]1[N:19]=[C:18]([O:20][CH3:21])[CH:17]=[C:16]([O:22][CH3:23])[N:15]=1.C(=O)([O-])[O-].[K+].[K+]>CN(C)C=O>[CH3:21][O:20][C:18]1[CH:17]=[C:16]([O:22][CH3:23])[N:15]=[C:14]([CH2:13][O:4][C:3]2[CH:5]=[CH:6][CH:7]=[CH:8][C:2]=2[C:1]([O:10][CH3:11])=[O:9])[N:19]=1 |f:2.3.4|. Procedure: 1.52 g of methyl salicylate, 2.33 g of 2-bromomethyl-4,6-dimethoxypyrimidine and 1.6 g of potassium carbonate were stirred in 20 ml of dimethylformamide at 60° C. for 2 hours. The reaction mixture was poured in ice water and extracted with ethyl acetate. The extract was dried over sodium sulfate and, after distilling off the solvent, purified using silica gel chromatography to obtain 2.5 g of methyl 2-(4,6-dimethoxy-2-pyrimidyl)methyloxybenzoate (yield 82%). Starting materials: COC(=O)C1C(C1)CN1C(N(C(C=2NC(=NC12)CC1=CC=C(C=C1)NC(C)=O)=O)CC1=C(C=CC=C1)F)=O (2-[8-(4-acetylamino-benzyl)-1-(2-fluorobenzyl)-2,6-dioxo-1,2,6,7-tetrahydro-purin-3-ylmethyl]-cyclopropanecarboxylic acid methyl ester), [BH4-].[Li+] (lithium borohydride). The solvent is O1CCCC1 (tetrahydrofuran). The product is FC1=C(CN2C(N(C=3N=C(NC3C2=O)CC2=CC=C(C=C2)NC(C)=O)CC2C(C2)CO)=O)C=CC=C1 (N-{4-[1-(2-fluorobenzyl)-3-(2-hydroxymethyl-cyclopropylmethyl)-2,6-dioxo-2,3,6,7-tetrahydro-1H-purin-8-ylmethyl]-phenyl}-acetamide). RXN SMILES: C[O:2][C:3]([CH:5]1[CH2:7][CH:6]1[CH2:8][N:9]1[C:17]2[N:16]=[C:15]([CH2:18][C:19]3[CH:24]=[CH:23][C:22]([NH:25][C:26](=[O:28])[CH3:27])=[CH:21][CH:20]=3)[NH:14][C:13]=2[C:12](=[O:29])[N:11]([CH2:30][C:31]2[CH:36]=[CH:35][CH:34]=[CH:33][C:32]=2[F:37])[C:10]1=[O:38])=O.[BH4-].[Li+]>O1CCCC1>[F:37][C:32]1[CH:33]=[CH:34][CH:35]=[CH:36][C:31]=1[CH2:30][N:11]1[C:12](=[O:29])[C:13]2[NH:14][C:15]([CH2:18][C:19]3[CH:20]=[CH:21][C:22]([NH:25][C:26](=[O:28])[CH3:27])=[CH:23][CH:24]=3)=[N:16][C:17]=2[N:9]([CH2:8][CH:6]2[CH2:7][CH:5]2[CH2:3][OH:2])[C:10]1=[O:38] |f:1.2|. Reported procedure: This compound was prepared by the reduction of 2-[8-(4-acetylamino-benzyl)-1-(2-fluorobenzyl)-2,6-dioxo-1,2,6,7-tetrahydro-purin-3-ylmethyl]-cyclopropanecarboxylic acid methyl ester with lithium borohydride in tetrahydrofuran. MS, m/z(M+)=491.1966. RXN SMILES: [CH2:1]([CH2:2][CH2:3][CH3:4])[O:5][c:6]1[cH:7][cH:8][c:9]([C:10](=[O:11])[OH:12])[cH:13][cH:14]1.[NH2:15][c:16]1[n:17][c:18]2[n:19][c:20]([Cl:26])[cH:21][cH:22][c:23]2[cH:24][cH:25]1.[OH2:27]>>[CH2:1]([CH2:2][CH2:3][CH3:4])[O:5][c:6]1[cH:7][cH:8][c:9]([C:10](=[O:12])[NH:15][c:16]2[n:17][c:18]3[n:19][c:20]([Cl:26])[cH:21][cH:22][c:23]3[cH:24][cH:25]2)[cH:13][cH:14]1. Product: CCCCOc1ccc(C(=O)Nc2ccc3ccc(Cl)nc3n2)cc1. Reactants: CCCCOc1ccc(C(=O)O)cc1, Nc1ccc2ccc(Cl)nc2n1, O. Reactants: FC1=NC(=CC=C1C(=O)O)F (2,6-difluoropyridine-3-carboxylic acid), Cl.FC(OC=1C=C(C=CC1)CCOCC(=N)N)(F)F (2-[2-(3-trifluoromethoxy-phenyl)-ethoxy]-acetamidine hydrochloride). RXN SMILES: F[C:2]1[C:7]([C:8]([OH:10])=O)=[CH:6][CH:5]=[C:4]([F:11])[N:3]=1.Cl.[F:13][C:14]([F:30])([F:29])[O:15][C:16]1[CH:17]=[C:18]([CH2:22][CH2:23][O:24][CH2:25][C:26]([NH2:28])=[NH:27])[CH:19]=[CH:20][CH:21]=1>>[F:11][C:4]1[CH:5]=[CH:6][C:7]2[C:8](=[O:10])[NH:28][C:26]([CH2:25][O:24][CH2:23][CH2:22][C:18]3[CH:19]=[CH:20][CH:21]=[C:16]([O:15][C:14]([F:13])([F:29])[F:30])[CH:17]=3)=[N:27][C:2]=2[N:3]=1 |f:1.2|. Reported procedure: The title compound was prepared in analogy to example 85 from 2,6-difluoropyridine-3-carboxylic acid and 2-[2-(3-trifluoromethoxy-phenyl)-ethoxy]-acetamidine hydrochloride (example 81.2). Light brown solid. MS: m/e=384.1 [M+H+]. Product: FC=1C=CC2=C(N=C(NC2=O)COCCC2=CC(=CC=C2)OC(F)(F)F)N1 (7-Fluoro-2-[2-(3-trifluoromethoxy-phenyl)-ethoxymethyl]-3H-pyrido[2,3-d]pyrimidin-4-one). The reactants are O=C([O-])[O-], CCO, Cl, N#Cc1cnn2c(C(F)(F)F)cc(-c3ccc(C(F)(F)F)cc3)nc12, [K+], [K+], NO. Product: N=C(NO)c1cnn2c(C(F)(F)F)cc(-c3ccc(C(F)(F)F)cc3)nc12. RXN SMILES: [C:29](=[O:30])([O-:31])[O-:32].[CH3:35][CH2:36][OH:37].[ClH:26].[F:1][C:2]([c:3]1[cH:4][c:5](-[c:14]2[cH:15][cH:16][c:17]([C:20]([F:21])([F:22])[F:23])[cH:18][cH:19]2)[n:6][c:7]2[n:8]1[n:9][cH:10][c:11]2[C:12]#[N:13])([F:24])[F:25].[K+:33].[K+:34].[NH2:27][OH:28]>>[F:1][C:2]([c:3]1[cH:4][c:5](-[c:14]2[cH:15][cH:16][c:17]([C:20]([F:21])([F:22])[F:23])[cH:18][cH:19]2)[n:6][c:7]2[n:8]1[n:9][cH:10][c:11]2[C:12](=[NH:13])[NH:27][OH:28])([F:24])[F:25]. Starting materials: O (water), [NH2-].[Na+] (sodium amide), ClC=1C=C(C=CC1Cl)CC#N (3,4-dichlorophenylacetonitrile), ClCCCN(C)C (3-chlorodimethylaminopropane). Run in CCOCC (ether). The product is ClC=1C=C(C=CC1Cl)C(C#N)CCCN(C)C (2-(3,4-Dichlorophenyl)-5-dimethylaminovaleronitrile). The yield is 63.0%. As a reaction SMILES: [NH2-].[Na+].[Cl:3][C:4]1[CH:5]=[C:6]([CH2:11][C:12]#[N:13])[CH:7]=[CH:8][C:9]=1[Cl:10].Cl[CH2:15][CH2:16][CH2:17][N:18]([CH3:20])[CH3:19].O>CCOCC>[Cl:3][C:4]1[CH:5]=[C:6]([CH:11]([CH2:15][CH2:16][CH2:17][N:18]([CH3:20])[CH3:19])[C:12]#[N:13])[CH:7]=[CH:8][C:9]=1[Cl:10] |f:0.1|. Reported procedure: 3.9 g of sodium amide are added in small portions to a solution of 18.6 g of 3,4-dichlorophenylacetonitrile in 200 ml of anhydrous ether. The mixture is refluxed for 2 hours, 12.1 g of 3-chlorodimethylaminopropane are added and refluxing is continued for 2 and a half hours. The mixture is cooled, water is added and the organic phase is decanted. It is washed with water and extracted with 10% hydrochloric acid. The aqueous phase is then neutralized with 30% sodium hydroxide and extracted with eth... Starting materials: BrC=1SC(=CC1Cl)C(C1=CC=C(C=C1)F)=O (2-bromo3-chloro-5-(4-fluorobenzoyl)-thiophene), C(C)(=O)[O-].[Na+] (sodium acetate), [H][H] (hydrogen). The reagents and catalysts are [Pd] (palladium on charcoal). Solvent: C(C)O (ethanol), C(C)O (ethanol). Conditions: time 3 hour. Product: ClC=1C=C(SC1)C(C1=CC=C(C=C1)F)=O (4-chloro-2-(4-fluorobenzoyl)thiophene). RXN SMILES: Br[C:2]1[S:3][C:4]([C:8](=[O:16])[C:9]2[CH:14]=[CH:13][C:12]([F:15])=[CH:11][CH:10]=2)=[CH:5][C:6]=1[Cl:7].C([O-])(=O)C.[Na+].[H][H]>[Pd].C(O)C>[Cl:7][C:6]1[CH:5]=[C:4]([C:8](=[O:16])[C:9]2[CH:14]=[CH:13][C:12]([F:15])=[CH:11][CH:10]=2)[S:3][CH:2]=1 |f:1.2|. Reported procedure: A slurry of 5% palladium on charcoal (20 g) in ethanol (100 ml) was added under nitrogen gas to a solution of the above 2-bromo3-chloro-5-(4-fluorobenzoyl)-thiophene (299.4 9 ) in ethanol (3.400 ml), containing sodium acetate (77.0 g),and the mixture was hydrogenated for 3 hours at room temperature and pressure (total uptake of hydrogen was 22,994 ml). The reaction mixture was filtered through a dicalite pad and the pad was washed with ethanol (2×200 ml). The filtrate was taken to low volume (ap... Starting materials: CC(=O)OC(C)=O, ClCCl, CC(C)(C)OC(=O)N1CC(N)C(O)C1. Yields the product CC(=O)NC1CN(C(=O)OC(C)(C)C)CC1O. RXN SMILES: [CH3:15][C:16](=[O:17])[O:18][C:19](=[O:20])[CH3:21].[Cl:22][CH2:23][Cl:24].[NH2:1][CH:2]1[CH2:3][N:4]([C:8](=[O:9])[O:10][C:11]([CH3:12])([CH3:13])[CH3:14])[CH2:5][CH:6]1[OH:7]>>[NH:1]([CH:2]1[CH2:3][N:4]([C:8](=[O:9])[O:10][C:11]([CH3:12])([CH3:13])[CH3:14])[CH2:5][CH:6]1[OH:7])[C:16]([CH3:15])=[O:17].